This data is from the Open Reaction Database (ORD), a public repository of structured organic reaction records. The task is: describe an organic reaction: reactants, conditions, products, and yield Starting materials: ClC1=C(C=O)C=CC=C1C#N (2-chloro-3-cyanobenzaldehyde), CS(=O)(=O)Cl (methanesulfonyl chloride), [H-].[Na+] (sodium hydride), SCC(=O)OC (methyl mercaptoacetate). Run in C(C)(=O)OCC (ethyl acetate). Conditions: temperature 80 celsius, time 2 hour. Yields the product COC(=O)C=1SC2=C(C1)C=CC(=C2)C#N (Methyl6-cyano-1-benzothiophene-2-carboxylate). Reaction SMILES: Cl[C:2]1[C:9]([C:10]#[N:11])=[CH:8][CH:7]=[CH:6][C:3]=1C=O.[H-].[Na+].[SH:14][CH2:15][C:16]([O:18][CH3:19])=[O:17].[CH3:20]S(Cl)(=O)=O>C(OCC)(=O)C>[CH3:19][O:18][C:16]([C:15]1[S:14][C:3]2[CH:2]=[C:9]([C:10]#[N:11])[CH:8]=[CH:7][C:6]=2[CH:20]=1)=[O:17] |f:1.2|. Procedure: 2.5 g (15.1 mmol) of 2-chloro-3-cyanobenzaldehyde are reacted according to the general procedure with 0.90 g (22.7 mmol) of sodium hydride (60% pure) and 1.76 g (16.6 mmol) of methyl mercaptoacetate. The resulting reaction product is initially purified by silica gel column chromatography (mobile phase: dichloromethane/methanol 100:1) and then dissolved in 30 ml of pyridine, and 650 μl (8.4 mmol) of methanesulfonyl chloride are added. The mixture is stirred at 80° C. for 2 h. After cooling, ethyl... Starting materials: O=C([O-])[O-], CC1(C)c2cccc(P(c3ccccc3)c3ccccc3)c2Oc2c(P(c3ccccc3)c3ccccc3)cccc21, O=C(Nc1ccncc1)c1cnc2c(Cl)cc(Cl)nn12, [Cs+], [Cs+], Nc1ccncn1, O=C(C=Cc1ccccc1)C=Cc1ccccc1, O=C(C=Cc1ccccc1)C=Cc1ccccc1, C1COCCO1, O=C(C=Cc1ccccc1)C=Cc1ccccc1, [Pd], [Pd]. The product is O=C(Nc1ccncc1)c1cnc2c(Nc3ccncn3)cc(Cl)nn12. Reaction SMILES: [C:70](=[O:71])([O-:72])[O-:73].[CH3:28][C:29]1([CH3:30])[c:31]2[cH:32][cH:33][cH:34][c:35]([P:36]([c:37]3[cH:38][cH:39][cH:40][cH:41][cH:42]3)[c:43]3[cH:44][cH:45][cH:46][cH:47][cH:48]3)[c:49]2[O:50][c:51]2[c:52]1[cH:53][cH:54][cH:55][c:56]2[P:57]([c:58]1[cH:59][cH:60][cH:61][cH:62][cH:63]1)[c:64]1[cH:65][cH:66][cH:67][cH:68][cH:69]1.[Cl:8][c:9]1[cH:10][c:11]([Cl:27])[c:12]2[n:13]([n:14]1)[c:15]([C:18](=[O:19])[NH:20][c:21]1[cH:22][cH:23][n:24][cH:25][cH:26]1)[cH:16][n:17]2.[Cs+:74].[Cs+:75].[NH2:1][c:2]1[cH:3][cH:4][n:5][cH:6][n:7]1.[O:102]=[C:103]([CH:104]=[CH:105][c:106]1[cH:107][cH:108][cH:109][cH:110][cH:111]1)[CH:112]=[CH:113][c:114]1[cH:115][cH:116][cH:117][cH:118][cH:119]1.[O:120]=[C:121]([CH:122]=[CH:123][c:124]1[cH:125][cH:126][cH:127][cH:128][cH:129]1)[CH:130]=[CH:131][c:132]1[cH:133][cH:134][cH:135][cH:136][cH:137]1.[O:76]1[CH2:77][CH2:78][O:79][CH2:80][CH2:81]1.[O:84]=[C:85]([CH:86]=[CH:87][c:88]1[cH:89][cH:90][cH:91][cH:92][cH:93]1)[CH:94]=[CH:95][c:96]1[cH:97][cH:98][cH:99][cH:100][cH:101]1.[Pd:82].[Pd:83]>>[NH:1]([c:2]1[cH:3][cH:4][n:5][cH:6][n:7]1)[c:11]1[cH:10][c:9]([Cl:8])[n:14][n:13]2[c:12]1[n:17][cH:16][c:15]2[C:18](=[O:19])[NH:20][c:21]1[cH:22][cH:23][n:24][cH:25][cH:26]1. Starting materials: FC1=CC=C(C=C1)S (4-fluorobenzenethiol), C([O-])([O-])=O.[K+].[K+] (potassium carbonate), BrC1=CC=C(C=O)C=C1 (4-bromobenzaldehyde). Run in CN(C=O)C (N,N-dimethylformamide). Reaction conditions: time 16 hour. Product: FC1=CC=C(C=C1)SC1=CC=C(C=O)C=C1 (4-(4-fluorophenylsulfanyl)benzaldehyde). The yield is 97.1%. RXN SMILES: [F:1][C:2]1[CH:7]=[CH:6][C:5]([SH:8])=[CH:4][CH:3]=1.C(=O)([O-])[O-].[K+].[K+].Br[C:16]1[CH:23]=[CH:22][C:19]([CH:20]=[O:21])=[CH:18][CH:17]=1>CN(C)C=O>[F:1][C:2]1[CH:7]=[CH:6][C:5]([S:8][C:16]2[CH:23]=[CH:22][C:19]([CH:20]=[O:21])=[CH:18][CH:17]=2)=[CH:4][CH:3]=1 |f:1.2.3|. Procedure: A mixture of 4-fluorobenzenethiol (1.0 g), potassium carbonate (2.4 g) and N,N-dimethylformamide (25 mL) was treated with 4-bromobenzaldehyde (0.73 g), and the resulting mixture was stirred at room temperature for 16 hours. The mixture was filtered and the filtrated concentrated under reduced pressure. The residue was purified by crystallisation from a mixture of diethyl ether and cyclohexane to afford the title compound as a white solid (0.89 g). Starting materials: C(C1=CC=CC=C1)N1C(=NC2=C(C1=O)C1=C(S2)C(C(CC1C)Br)=O)C1=C(C(=C(C(=C1)OC)OC)OC)Br (3-Benzyl-7-bromo-2-(2-bromo-3,4,5-trimethoxyphenyl)-5-methyl-6,7-dihydro-3H,5H-benzo[4,5]thieno[2,3-d]pyrimidine-4,8-dione), [OH-].[Na+] (NaOH). Solvent: C(C)O (ethanol). Product: C(C1=CC=CC=C1)N1C(=NC2=C(C1=O)C1=C(S2)C(=CC=C1C)O)C1=C(C(=C(C(=C1)OC)OC)OC)Br (3-Benzyl-2-(2-bromo-3,4,5-trimethoxyphenyl)-8-hydroxy-5-methyl-3H-benzo[4,5]thieno[2,3-d]pyrimidin-4-one). RXN SMILES: [CH2:1]([N:8]1[C:13](=[O:14])[C:12]2[C:15]3[CH:21]([CH3:22])[CH2:20][CH:19](Br)[C:18](=[O:24])[C:16]=3[S:17][C:11]=2[N:10]=[C:9]1[C:25]1[CH:30]=[C:29]([O:31][CH3:32])[C:28]([O:33][CH3:34])=[C:27]([O:35][CH3:36])[C:26]=1[Br:37])[C:2]1[CH:7]=[CH:6][CH:5]=[CH:4][CH:3]=1.[OH-].[Na+]>C(O)C>[CH2:1]([N:8]1[C:13](=[O:14])[C:12]2[C:15]3[C:21]([CH3:22])=[CH:20][CH:19]=[C:18]([OH:24])[C:16]=3[S:17][C:11]=2[N:10]=[C:9]1[C:25]1[CH:30]=[C:29]([O:31][CH3:32])[C:28]([O:33][CH3:34])=[C:27]([O:35][CH3:36])[C:26]=1[Br:37])[C:2]1[CH:7]=[CH:6][CH:5]=[CH:4][CH:3]=1 |f:1.2|. Procedure details: 3-Benzyl-7-bromo-2-(2-bromo-3,4,5-trimethoxyphenyl)-5-methyl-6,7-dihydro-3H,5H-benzo[4,5]thieno[2,3-d]pyrimidine-4,8-dione (compound No. 685) (100 mg, 100 mol-%) and NaOH (20 mg, 400 mol-%) in 1.5 ml of ethanol was heated by using microwaves (100° C., 100 s). The solvent was evaporated. EtOAc was added and the reaction mixture was washed with 5% HCl-solution. The product was purified by chromatography using dichloromethane-EtOAc 9.5:0.5 as an eluent. Starting materials: C(C(=O)O)(=O)O (oxalic acid), Cl.C(C1=CC=CC=C1)N1CC(CCC1)C(=O)Cl (1-benzyl-3-piperidinecarbonyl chloride hydrochloride), C1=CC=CC=2NC3=C(CCC21)C=CC=C3 (10,11-dihydro-5H-dibenz[b,f]azepine), CN(C1=CC=CC=C1)C (N,N-dimethylaniline). Run in CC(=O)C (acetone), C(C)O (ethanol), C1(=CC=CC=C1)C (toluene). Product: O.C(C(=O)O)(=O)O.C1=CC=CC=2N(C3=C(CCC21)C=CC=C3)C(=O)C3CN(CCC3)CC3=CC=CC=C3.C3=CC=CC=2N(C1=C(CCC23)C=CC=C1)C(=O)C1CN(CCC1)CC1=CC=CC=C1.C(C(=O)O)(=O)O (3-(10,11-dihydro-5H-dibenz[b,f]azepin-5-ylcarbonyl)-1-benzylpiperidine hydrogen oxalate hemihydrate). Yield: 39.0%. RXN SMILES: Cl.[CH2:2]([N:9]1[CH2:14][CH2:13][CH2:12][CH:11]([C:15](Cl)=[O:16])[CH2:10]1)[C:3]1[CH:8]=[CH:7][CH:6]=[CH:5][CH:4]=1.[CH:18]1[C:28]2[CH2:27][CH2:26][C:25]3[CH:29]=[CH:30][CH:31]=[CH:32][C:24]=3[NH:23][C:22]=2[CH:21]=[CH:20][CH:19]=1.CN(C)C1C=CC=CC=1.[C:42]([OH:47])(=[O:46])[C:43]([OH:45])=[O:44]>C(O)C.CC(C)=O.C1(C)C=CC=CC=1>[OH2:16].[C:42]([OH:47])(=[O:46])[C:43]([OH:45])=[O:44].[CH:18]1[C:28]2[CH2:27][CH2:26][C:25]3[CH:29]=[CH:30][CH:31]=[CH:32][C:24]=3[N:23]([C:15]([CH:11]3[CH2:12][CH2:13][CH2:14][N:9]([CH2:2][C:3]4[CH:8]=[CH:7][CH:6]=[CH:5][CH:4]=4)[CH2:10]3)=[O:16])[C:22]=2[CH:21]=[CH:20][CH:19]=1.[CH:18]1[C:28]2[CH2:27][CH2:26][C:25]3[CH:29]=[CH:30][CH:31]=[CH:32][C:24]=3[N:23]([C:15]([CH:11]3[CH2:12][CH2:13][CH2:14][N:9]([CH2:2][C:3]4[CH:8]=[CH:7][CH:6]=[CH:5][CH:4]=4)[CH2:10]3)=[O:16])[C:22]=2[CH:21]=[CH:20][CH:19]=1.[C:42]([OH:47])(=[O:46])[C:43]([OH:45])=[O:44] |f:0.1,8.9.10.11.12|. Procedure: A mixture of 1-benzyl-3-piperidinecarbonyl chloride hydrochloride (12.5 g, 45.6 mmol), 10,11-dihydro-5H-dibenz[b,f]azepine (8.9 g, 45.6 mmol), N,N-dimethylaniline (15 ml) and toluene (100 ml) was heated at reflux temperature for 14 h. The mixture was decanted and to the remaining solid 10% ammonia (100 ml) and chloroform (100 ml) were added. The phases were separated and the combined toluene and chloroform phases were dried (K2CO3) and evaporated in vacuo. The residue was purified by gradient ch... Starting materials: [Cl-].[NH4+] (ammonium chloride), COC=1C=C(C=CC1OCCN1CCCC1)NC(=O)C=1C=C(C=CC1[N+](=O)[O-])C1=CC=C(C=C1)Cl (4′-chloro-4-nitrobiphenyl-3-carboxylic acid [3-methoxy-4-(2-pyrrolidin-1-ylethoxy)phenyl]amide), C1CCC2=NCCCN2CC1 (DBU). Reagents/catalysts: [Fe] (Iron). The solvent is O (water), CO (MeOH), C(C)OC(OCC)OCC (triethylorthoformate), ClCCCl (1,2-dichloroethane). Reaction conditions: temperature 80 celsius, time 10 minute. The product is ClC1=CC=C(C=C1)C=1C=C2C(N(C=NC2=CC1)C1=CC(=C(C=C1)OCCN1CCCC1)OC)=O (6-(4-Chloro-phenyl)-3-[3-methoxy-4-(2-pyrrolidin-1-yl-ethoxy)phenyl]-3H-quinazolin-4-one). RXN SMILES: [Cl-].[NH4+].[CH3:3][O:4][C:5]1[CH:6]=[C:7]([NH:19][C:20]([C:22]2[CH:23]=[C:24]([C:31]3[CH:36]=[CH:35][C:34]([Cl:37])=[CH:33][CH:32]=3)[CH:25]=[CH:26][C:27]=2[N+:28]([O-])=O)=[O:21])[CH:8]=[CH:9][C:10]=1[O:11][CH2:12][CH2:13][N:14]1[CH2:18][CH2:17][CH2:16][CH2:15]1.[CH2:38]1CCN2C(=NCCC2)CC1>O.CO.ClCCCl.C(OC(OCC)OCC)C.[Fe]>[Cl:37][C:34]1[CH:35]=[CH:36][C:31]([C:24]2[CH:23]=[C:22]3[C:27](=[CH:26][CH:25]=2)[N:28]=[CH:38][N:19]([C:7]2[CH:8]=[CH:9][C:10]([O:11][CH2:12][CH2:13][N:14]4[CH2:18][CH2:17][CH2:16][CH2:15]4)=[C:5]([O:4][CH3:3])[CH:6]=2)[C:20]3=[O:21])=[CH:32][CH:33]=1 |f:0.1|. Reported procedure: This acid (0.14 g, 0.5 mmol) was dissolved in dichloromethane (2 ml) and oxalyl chloride added (87 μl, 1 mmol). The mixture was stirred for 60 min at room temperature under argon. The solvent was evaporated and the residue added to a solution of 3-methoxy-4-(2-pyrrolidin-1-ylethoxy)phenylamine [Example A4] (0.10 g, 0.44 mmol) and triethylamine (70 μl, 0.5 mmol) in dichloromethane (4 ml). The mixture was stirred for 90 mins at room temperature under argon and then washed with a saturated aqueous ... Reactants: C[Si](C)(C)[N-][Si](C)(C)C.[Li+] (Lithium bis(trimethylsilyl)amide), [Cl-].COC[P+](C1=CC=CC=C1)(C1=CC=CC=C1)C1=CC=CC=C1 (methoxy methyl triphenyl phosphonium chloride), BrC1=C(C=C(C(=C1OC)O)Br)CC(C=O)(C)C (3-(2,5-dibromo-4-hydroxy-3-methoxyphenyl)-2,2-dimethylpropanal). The solvent is Cl (HCl), C1CCOC1 (THF), C1CCOC1 (THF), C1CCOC1 (THF). Run at time 15 minute. Product: BrC1=C(C=C(C(=C1OC)O)Br)CC(CC=O)(C)C (4-(2,5-dibromo-4-hydroxy-3-methoxyphenyl)-3,3-dimethylbutanal). Reaction SMILES: C[Si]([N-][Si](C)(C)C)(C)C.[Li+].[Cl-].[CH3:12][O:13]C[P+](C1C=CC=CC=1)(C1C=CC=CC=1)C1C=CC=CC=1.[Br:34][C:35]1[C:40]([O:41][CH3:42])=[C:39]([OH:43])[C:38]([Br:44])=[CH:37][C:36]=1[CH2:45][C:46]([CH3:50])([CH3:49])[CH:47]=O>C1COCC1.Cl>[Br:34][C:35]1[C:40]([O:41][CH3:42])=[C:39]([OH:43])[C:38]([Br:44])=[CH:37][C:36]=1[CH2:45][C:46]([CH3:50])([CH3:49])[CH2:47][CH:12]=[O:13] |f:0.1,2.3|. Procedure details: Lithium bis(trimethylsilyl)amide solution (20 ml, 20 mmol, 1M in THF) was added to a mixture methoxy methyl triphenyl phosphonium chloride (6.9 g, 20 mmol) in 25 ml THF dropwise at 0° C. and stirred for 15 min and it was added to a mixture of the product of STEP 3 (2.6 g, 7.1 mmol ) in 15 ml THF dropwise at 0° C. After 5 min, the reaction was quenched with H2O. The product was extracted with ethyl acetate. The aqueous layer was extracted with ethyl acetate. The combined organic layer was washed ... Starting materials: COC(NC(C(C)C)C(=O)N1C(CCC1)C=1NC(=CN1)C1=CC2=CC=C(C=C2C=C1)C1=CC=C(C=C1)C=1NC(=NC1)C1N(CCC1)C(C(C(C)C)NC(=O)OC)=O)=O ([1-(2-{5-[6-(4-{2-[1-(2-Methoxycarbonylamino-3-methyl-butyryl)-pyrrolidin-2-yl]-3H-imidazol-4-yl}-phenyl)-naphthalen-2-yl]-1H-imidazol-2-yl}-pyrrolidine-1-carbonyl)-2-methyl-propyl]-carbamic acid methyl ester), COC(NC(C(C)C)C(=O)N1C(CCC1)C=1NC(=CN1)C1=CC2=CC=C(C=C2C=C1)B1OC(C(O1)(C)C)(C)C)=O ([2-methyl-1-(2-{5-[6-(4,4,5,5-tetramethyl-[1,3,2]dioxaborolan-2-yl)-naphthalen-2-yl]-1H-imidazol-2-yl}-pyrrolidine-1-carbonyl)-propyl]-carbamic acid methyl ester), COC(NC(C(C)C)C(=O)N1C(CCC1)C=1NC(=CN1)C1=CC=C(C=C1)Br)=O ((1-{2-[5-(4-bromo-phenyl)-1H-imidazol-2-yl]-pyrrolidine-1-carbonyl}-2-methyl-propyl)-carbamic acid methyl ester), COC(NC(C(C)C)C(=O)N1CC2(CC2)CC1C=1NC(=CN1)C1=CC2=CC=C(C=C2C=C1)B1OC(C(O1)(C)C)(C)C)=O ([2-Methyl-1-(6-{5-[6-(4,4,5,5-tetramethyl-[1,3,2]dioxaborolan-2-yl)-naphthalen-2-yl]-1H-imidazol-2-yl}-5-aza-spiro[2.4]heptane-5-carbonyl)-propyl]-carbamic acid methyl ester). The product is COC(NC(C(C)C)C(=O)N1C(CC(C1)C#N)C=1NC(=CN1)C1=CC=C(C=C1)C1=CC2=CC=C(C=C2C=C1)C=1NC(=NC1)C1N(CC2(CC2)C1)C(C(C(C)C)NC(=O)OC)=O)=O ([1-(4-Cyano-2-{5-[4-(6-{2-[5-(2-methoxycarbonylamino-3-methyl-butyryl)-5-aza-spiro[2.4]hept-6-yl]-3H-imidazol-4-yl}-naphthalen-2-yl)-phenyl]-1H-imidazol-2-yl}-pyrrolidine-1-carbonyl)-2-methyl-propyl]-carbamic acid methyl ester). As a reaction SMILES: [CH3:1][O:2][C:3](=[O:58])[NH:4][CH:5]([C:9]([N:11]1[CH2:15][CH2:14][CH2:13][CH:12]1[C:16]1[NH:17][C:18]([C:21]2[CH:30]=[CH:29][C:28]3[C:23](=[CH:24][CH:25]=[C:26]([C:31]4[CH:36]=[CH:35][C:34]([C:37]5[NH:38][C:39]([CH:42]6[CH2:46][CH2:45][CH2:44][N:43]6[C:47](=[O:57])[CH:48]([NH:52][C:53]([O:55][CH3:56])=[O:54])[CH:49]([CH3:51])[CH3:50])=[N:40][CH:41]=5)=[CH:33][CH:32]=4)[CH:27]=3)[CH:22]=2)=[CH:19][N:20]=1)=[O:10])[CH:6]([CH3:8])[CH3:7].CO[C:61](=O)[NH:62]C(C(N1CCCC1C1NC(C2C=CC(Br)=CC=2)=CN=1)=O)C(C)C.COC(=O)N[CH:91](C(N1C(C2NC(C3C=CC4C(=CC=C(B5OC(C)(C)C(C)(C)O5)C=4)C=3)=CN=2)CC2(CC2)C1)=O)[CH:92](C)C.COC(=O)NC(C(N1CCCC1C1NC(C2C=CC3C(=CC=C(B4OC(C)(C)C(C)(C)O4)C=3)C=2)=CN=1)=O)C(C)C>>[CH3:56][O:55][C:53](=[O:54])[NH:52][CH:48]([C:47]([N:43]1[CH2:44][CH:45]([C:61]#[N:62])[CH2:46][CH:42]1[C:39]1[NH:38][C:37]([C:34]2[CH:33]=[CH:32][C:31]([C:26]3[CH:25]=[CH:24][C:23]4[C:28](=[CH:29][CH:30]=[C:21]([C:18]5[NH:17][C:16]([CH:12]6[CH2:13][C:14]7([CH2:92][CH2:91]7)[CH2:15][N:11]6[C:9](=[O:10])[CH:5]([NH:4][C:3]([O:2][CH3:1])=[O:58])[CH:6]([CH3:8])[CH3:7])=[N:20][CH:19]=5)[CH:22]=4)[CH:27]=3)=[CH:36][CH:35]=2)=[CH:41][N:40]=1)=[O:57])[CH:49]([CH3:51])[CH3:50]. Reported procedure: Title compound was prepared according to the method employed to prepare [1-(2-{5-[6-(4-{2-[1-(2-Methoxycarbonylamino-3-methyl-butyryl)-pyrrolidin-2-yl]-3H-imidazol-4-yl}-phenyl)-naphthalen-2-yl]-1H-imidazol-2-yl}-pyrrolidine-1-carbonyl)-2-methyl-propyl]-carbamic acid methyl ester (Example AZ), substituting (1-{2-[5-(4-Bromo-phenyl)-1H-imidazol-2-yl]-4-cyano-pyrrolidine-1-carbonyl}-2-methyl-propyl)-carbamic acid methyl ester for (1-{2-[5-(4-bromo-phenyl)-1H-imidazol-2-yl]-pyrrolidine-1-carbonyl}-... RXN SMILES: CSC.B.[Br:5][CH2:6][C:7]1[CH:8]=[C:9]([CH2:13][C:14](O)=[O:15])[CH:10]=[CH:11][CH:12]=1.CO>C1COCC1>[Br:5][CH2:6][C:7]1[CH:8]=[C:9]([CH2:13][CH2:14][OH:15])[CH:10]=[CH:11][CH:12]=1 |f:0.1|. Solvent: C1CCOC1 (THF). The product is BrCC=1C=C(C=CC1)CCO (2-(3-(Bromomethyl)phenyl)ethanol). Conditions: time 10 minute. Procedure: Borane dimethylsulphide complex (2M solution in THF, 5.78 mL) was added dropwise to a solution of 2-(3-(bromomethyl)phenyl)acetic acid (1.06 g) in THF (10 mL) at 0° C. and the resulting mixture stirred for 10 min. The reaction was then allowed to warm to room temperature and stirred overnight. Methanol (5 mL) was then added and the mixture concentrated in vacuo. Purification was by silica gel chromatography eluting with isohexane to diethyl ether gradient to give the subtitled compound as a whit... The reactants are CSC.B (Borane dimethylsulphide), BrCC=1C=C(C=CC1)CC(=O)O (2-(3-(bromomethyl)phenyl)acetic acid), CO (Methanol).